This data is from the Open Reaction Database (ORD), a public repository of structured organic reaction records. The task is: describe an organic reaction: reactants, conditions, products, and yield The product is O=C(C=Cc1ccncc1)NCc1ccc(C(c2cc(F)ccc2F)S(=O)(=O)c2ccc(Cl)cc2)nc1. RXN SMILES: [CH2:57]([N:58]=[C:59]=[N:60][CH2:61][CH2:62][CH2:63][N:64]([CH3:65])[CH3:66])[CH3:67].[CH3:49][N:50]1[CH2:51][CH2:52][O:53][CH2:54][CH2:55]1.[Cl:1][c:2]1[cH:3][cH:4][c:5]([S:8](=[O:9])(=[O:10])[CH:11]([c:12]2[cH:13][cH:14][c:15]([CH2:18][NH2:19])[cH:16][n:17]2)[c:20]2[c:21]([F:27])[cH:22][cH:23][c:24]([F:26])[cH:25]2)[cH:6][cH:7]1.[Cl:68][CH2:69][Cl:70].[ClH:56].[n:28]1[cH:29][cH:30][c:31]([CH:34]=[CH:35][C:36](=[O:37])[OH:38])[cH:32][cH:33]1.[n:39]1([OH:40])[c:41]2[cH:42][cH:43][cH:44][cH:45][c:46]2[n:47][n:48]1>>[Cl:1][c:2]1[cH:3][cH:4][c:5]([S:8](=[O:9])(=[O:10])[CH:11]([c:12]2[cH:13][cH:14][c:15]([CH2:18][NH:19][C:36]([CH:35]=[CH:34][c:31]3[cH:30][cH:29][n:28][cH:33][cH:32]3)=[O:37])[cH:16][n:17]2)[c:20]2[c:21]([F:27])[cH:22][cH:23][c:24]([F:26])[cH:25]2)[cH:6][cH:7]1. The reactants are CCN=C=NCCCN(C)C, CN1CCOCC1, NCc1ccc(C(c2cc(F)ccc2F)S(=O)(=O)c2ccc(Cl)cc2)nc1, ClCCl, Cl, O=C(O)C=Cc1ccncc1, On1nnc2ccccc21. RXN SMILES: [CH3:1][N:2]1[C:3](=[CH2:14])[C:4]([CH2:11][CH3:12])([CH3:13])[c:5]2[cH:6][cH:7][cH:8][n:9][c:10]21.[CH3:28][CH2:29][OH:30].[N:15](=[O:16])[c:17]1[c:18]([OH:27])[cH:19][c:20]([O:25][CH3:26])[cH:21][c:22]1[O:23][CH3:24]>>[CH3:1][N:2]1[C:3]2([C:4]([CH2:11][CH3:12])([CH3:13])[c:5]3[cH:6][cH:7][cH:8][n:9][c:10]31)[CH:14]=[N:15][c:17]1[c:18]([cH:19][c:20]([O:25][CH3:26])[cH:21][c:22]1[O:23][CH3:24])[O:27]2. Reactants: C=C1N(C)c2ncccc2C1(C)CC, CCO, COc1cc(O)c(N=O)c(OC)c1. The product is CCC1(C)c2cccnc2N(C)C12C=Nc1c(OC)cc(OC)cc1O2.